This data is from the Open Reaction Database (ORD), a public repository of structured organic reaction records. The task is: describe an organic reaction: reactants, conditions, products, and yield Starting materials: ClC(Cl)(OC(OC(Cl)(Cl)Cl)=O)Cl (triphosgene), C(O)([O-])=O.[Na+] (sodium hydrogencarbonate), COC=1C=C2C(=CC=NC2=CC1OC)OC1=CC(=C(N)C=C1)F (4-[(6,7-Dimethoxy-4-quinolyl)oxy]-2-fluoroaniline), C(CCC)N (butylamine). Solvent: C1(=CC=CC=C1)C (toluene), C(C)N(CC)CC (triethylamine), C1(=CC=CC=C1)C (toluene). The product is C(CCC)NC(=O)NC1=C(C=C(C=C1)OC1=CC=NC2=CC(=C(C=C12)OC)OC)F (N-Butyl-N′-{4-[(6,7-dimethoxy-4-quinolyl)oxy]-2-fluorophenyl}urea). Isolated yield 178.7%. RXN SMILES: [CH3:1][O:2][C:3]1[CH:4]=[C:5]2[C:10](=[CH:11][C:12]=1[O:13][CH3:14])[N:9]=[CH:8][CH:7]=[C:6]2[O:15][C:16]1[CH:22]=[CH:21][C:19]([NH2:20])=[C:18]([F:23])[CH:17]=1.ClC(Cl)(O[C:28](=[O:34])OC(Cl)(Cl)Cl)Cl.[CH2:36]([NH2:40])[CH2:37][CH2:38][CH3:39].C(=O)([O-])O.[Na+]>C1(C)C=CC=CC=1.C(N(CC)CC)C>[CH2:36]([NH:40][C:28]([NH:20][C:19]1[CH:21]=[CH:22][C:16]([O:15][C:6]2[C:5]3[C:10](=[CH:11][C:12]([O:13][CH3:14])=[C:3]([O:2][CH3:1])[CH:4]=3)[N:9]=[CH:8][CH:7]=2)=[CH:17][C:18]=1[F:23])=[O:34])[CH2:37][CH2:38][CH3:39] |f:3.4|. Procedure details: 4-[(6,7-Dimethoxy-4-quinolyl)oxy]-2-fluoroaniline (100 mg) was dissolved in toluene (8 ml) and triethylamine (1.0 ml) with heating, and a solution of triphosgene (47 mg) in toluene (1.0 ml) was then added to the solution. The mixture was heated under reflux for 5 min. Next, butylamine (80 mg) was added to the reaction solution, and the mixture was heated under reflux for additional 5 hr. A saturated aqueous sodium hydrogencarbonate solution was added to the reaction solution, and the mixture was... Reactants: COC(C1=C(C=CC(=C1)N)OC(F)(F)F)=O (5-Amino-2-trifluoromethoxybenzoic acid methyl ester), [H-].[Al+3].[Li+].[H-].[H-].[H-] (lithium aluminium hydride). The solvent is C1CCOC1 (THF). Reaction conditions: time 1 hour. Yields the product NC=1C=CC(=C(C1)CO)OC(F)(F)F ((5-amino-2-trifluoromethoxy-phenyl)methanol). The yield is 93.2%. Reaction SMILES: C[O:2][C:3](=O)[C:4]1[CH:9]=[C:8]([NH2:10])[CH:7]=[CH:6][C:5]=1[O:11][C:12]([F:15])([F:14])[F:13].[H-].[Al+3].[Li+].[H-].[H-].[H-]>C1COCC1>[NH2:10][C:8]1[CH:7]=[CH:6][C:5]([O:11][C:12]([F:13])([F:14])[F:15])=[C:4]([CH2:3][OH:2])[CH:9]=1 |f:1.2.3.4.5.6|. Procedure: 5-Amino-2-trifluoromethoxybenzoic acid methyl ester (3.0 g, 12.8 mmol) was dissolved under nitrogen in THF (20 mL) in a three-necked flask equipped with a thermometer and a separatory funnel. With stirring and ice-cooling lithium aluminium hydride (1 M in THF, 15 mL) was added dropwise over 10 min. Stirring was continued at room temperature for 1 hour, and the reaction mixture was concentrated in vacuo. The residue was suspended in DCM (150 mL) and water (50 mL), and filtered through celite. The... Starting materials: C(CCC)S(=O)(=O)C1=NNC=N1 (3-butylsulphonyl-1,2,4-triazole), C(C=C)N(C(=O)Cl)CC=C (diallylcarbamoyl chloride), O1CCCC1 (tetrahydrofuran). The solvent is C(C)N(CC)CC (triethylamine). Product: C(C=C)N(C(=O)N1N=C(N=C1)S(=O)(=O)CCCC)CC=C (1-diallylcarbamoyl-3-butylsulphonyl-1,2,4-triazole). Reaction SMILES: [CH2:1]([S:5]([C:8]1[N:12]=[CH:11][NH:10][N:9]=1)(=[O:7])=[O:6])[CH2:2][CH2:3][CH3:4].[CH2:13]([N:16]([CH2:20][CH:21]=[CH2:22])[C:17](Cl)=[O:18])[CH:14]=[CH2:15].O1CCCC1>C(N(CC)CC)C>[CH2:13]([N:16]([CH2:20][CH:21]=[CH2:22])[C:17]([N:10]1[CH:11]=[N:12][C:8]([S:5]([CH2:1][CH2:2][CH2:3][CH3:4])(=[O:6])=[O:7])=[N:9]1)=[O:18])[CH:14]=[CH2:15]. Procedure: A mixture of 5.7 g. 3-butylsulphonyl-1,2,4-triazole, 5.3 g. diallylcarbamoyl chloride, 25 ml. dry tetrahydrofuran and 6 ml. dry triethylamine was refluxed under anhydrous conditions for 1.5 hours. The reaction mixture was worked up as described in Example 1 to give 1-diallylcarbamoyl-3-butylsulphonyl-1,2,4-triazole as an oil which was heated under reduced pressure (100° C./0.5 mm.) for 30 minutes to remove all traces of volatile material. Refractive index of product nD26 1.5132. Elemental analys...